This data is from the Open Reaction Database (ORD), a public repository of structured organic reaction records. The task is: describe an organic reaction: reactants, conditions, products, and yield Starting materials: C(C)(=O)NC1=CC=CC(=N1)C (6-acetamido-2-picoline), B#B (diborane). Product: C(C)NC1=CC=CC(=N1)C (6-ethylamino-2-picoline). RXN SMILES: [C:1]([NH:4][C:5]1[N:10]=[C:9]([CH3:11])[CH:8]=[CH:7][CH:6]=1)(=O)[CH3:2].B#B>>[CH2:1]([NH:4][C:5]1[N:10]=[C:9]([CH3:11])[CH:8]=[CH:7][CH:6]=1)[CH3:2]. Reported procedure: In a process for producing 6-ethylamino-2-picoline by reduction of 6-acetamido-2-picoline, the improvement which comprises reacting 6-acetamido-2-picoline with diborane in an inert non-polar solvent at about 0° to 70° C. to produce 6-ethylamino-2-picoline. Starting materials: Cl (hydrochloric acid), C(C)OC(=O)OC1=C(C(OC1=O)CCC(=O)O)C1=CC=CC=C1 (3-(4-Ethoxycarbonyloxy-5-oxo-3-phenyl-2,5-dihydro-2-furyl)propionic acid), ice water, C([O-])([O-])=O.[K+].[K+] (potassium carbonate). Run in CO (methanol). Conditions: time 1 hour. Product: OC1=C(C(OC1=O)CCC(=O)O)C1=CC=CC=C1 (3-(4-hydroxy-5-oxo-3-phenyl-2,5-dihydro-2-furyl)propionic acid). The yield is 71.0%. As a reaction SMILES: C(OC([O:6][C:7]1[C:11](=[O:12])[O:10][CH:9]([CH2:13][CH2:14][C:15]([OH:17])=[O:16])[C:8]=1[C:18]1[CH:23]=[CH:22][CH:21]=[CH:20][CH:19]=1)=O)C.C(=O)([O-])[O-].[K+].[K+].Cl>CO>[OH:6][C:7]1[C:11](=[O:12])[O:10][CH:9]([CH2:13][CH2:14][C:15]([OH:17])=[O:16])[C:8]=1[C:18]1[CH:23]=[CH:22][CH:21]=[CH:20][CH:19]=1 |f:1.2.3|. Procedure details: 3-(4-Ethoxycarbonyloxy-5-oxo-3-phenyl-2,5-dihydro-2-furyl)propionic acid (20 mg) was dissolved in methanol (3 ml), and 10% aqueous potassium carbonate (3 ml) was added. The mixture was stirred at room temperature for 1 hour. The reaction mixture was poured into ice water (10 ml), acidified with hydrochloric acid, and extracted with ethyl acetate. The extract was washed with water and dried over magnesium sulfate. The solvent was then distilled off. The remaining oil was purified by preparative s...